From a dataset of the Open Reaction Database (ORD), a public repository of structured organic reaction records. describe an organic reaction: reactants, conditions, products, and yield Reactants: N (ammonia), Cl.NC1=NC(=CC=C1NC(=O)OCC)NCC1=C(C=C(C=C1C)C)C (2-amino-3-carbethoxyamino-6-(2,4,6-trimethylbenzylamino)-pyridine hydrochloride), C(CC(O)(C(=O)O)CC(=O)O)(=O)O (citric acid). Run in CO (methanol). Yields the product NC1=NC(=CC=C1NC(=O)OCC)NCC1=C(C=C(C=C1C)C)C (2-amino-3-carbethoxyamino-6-(2,4,6-trimethylbenzylamino)-pyridine). RXN SMILES: Cl.[NH2:2][C:3]1[C:8]([NH:9][C:10]([O:12][CH2:13][CH3:14])=[O:11])=[CH:7][CH:6]=[C:5]([NH:15][CH2:16][C:17]2[C:22]([CH3:23])=[CH:21][C:20]([CH3:24])=[CH:19][C:18]=2[CH3:25])[N:4]=1.N.C(O)(=O)CC(CC(O)=O)(C(O)=O)O>CO>[NH2:2][C:3]1[C:8]([NH:9][C:10]([O:12][CH2:13][CH3:14])=[O:11])=[CH:7][CH:6]=[C:5]([NH:15][CH2:16][C:17]2[C:22]([CH3:23])=[CH:21][C:20]([CH3:24])=[CH:19][C:18]=2[CH3:25])[N:4]=1 |f:0.1|. Reported procedure: 40 grams of 2-amino-3-carbethoxyamino-6-(2,4,6-trimethylbenzylamino)-pyridine hydrochloride were dissolved in 200 ml of methanol and treated with 25% aqueous ammonia, whereupon the base crystallized out. The base was filtered off with suction and dissolved in dioxane/methanol (2:1 by volume) in the hot. The warm solution was acidified with a solution of citric acid in methanol to pH 3, whereupon the "citrate" precipitated in cooling with stirring. The compound crystallized with 0.33 mole of citr... The reactants are O (water), C(C)(=O)O[C@]12[C@]3(C)[C@@H](C[C@H]1C2)[C@@H]2CCC1=CC(CCC1=C2CC3)=O (17beta-acetoxy-16alpha,17alpha-methylene-estra-4,9-dien-3-one), glycol, C1(=CC=C(C=C1)S(=O)(=O)O)C (p-toluenesulfonic acid), C([O-])(O)=O.[Na+] (sodium bicarbonate). Solvent: C1=CC=CC=C1 (benzene). The product is C(C)(=O)O[C@]12[C@]3(C)[C@@H](C[C@H]1C2)[C@@H]2CCC=1CC4(CCC1C2=CC3)OCCO4 (17beta-acetoxy-3,3-ethylenedioxy-16alpha,17alpha-methylene-estra-5(10),9(11)-diene). RXN SMILES: [C:1]([O:4][C@@:5]12[CH2:11][C@@H:10]1[CH2:9][C@H:8]1[C@H:12]3[C:21]([CH2:22][CH2:23][C@:6]21[CH3:7])=[C:20]1[C:15](=[CH:16][C:17](=[O:24])[CH2:18][CH2:19]1)[CH2:14][CH2:13]3)(=[O:3])[CH3:2].[C:25]1([CH3:35])C=CC(S(O)(=O)=O)=CC=1.O.C(=O)(O)[O-:38].[Na+]>C1C=CC=CC=1>[C:1]([O:4][C@@:5]12[CH2:11][C@@H:10]1[CH2:9][C@H:8]1[C@H:12]3[C:21](=[CH:22][CH2:23][C@:6]21[CH3:7])[C:20]1[CH2:19][CH2:18][C:17]2([O:38][CH2:25][CH2:35][O:24]2)[CH2:16][C:15]=1[CH2:14][CH2:13]3)(=[O:3])[CH3:2] |f:3.4|. Procedure details: 5 g of 17beta-acetoxy-16alpha,17alpha-methylene-estra-4,9-dien-3-one is dissolved in 108 ml of benzene, mixed with 5 ml of glycol and 0.2 g of p-toluenesulfonic acid and boiled for 2 hours on the water separator. Then, it is stirred in an aqueous saturated sodium bicarbonate solution and the steroid is extracted with benzene. After chromatography on basic aluminum oxide and concentration of the eluates by evaporation, the thin-layer-chromatographically homogeneous residue is directly further pro... Reactants: CC1=NC=CC(=C1)C=1C=C(C(=O)OC(C)(C)C)C=C(C1)[N+](=O)[O-] (tert-butyl 3-(2-methylpyridin-4-yl)-5-nitrobenzoate), [H][H] (hydrogen). Reagents/catalysts: [Pd] (Pd/C). The solvent is CO (methanol). Run at time 8 hour. The product is NC=1C=C(C(=O)OC(C)(C)C)C=C(C1)C1=CC(=NC=C1)C (tert-Butyl 3-amino-5-(2-methylpyridin-4-yl)benzoate). The yield is 96.0%. RXN SMILES: [CH3:1][C:2]1[CH:7]=[C:6]([C:8]2[CH:9]=[C:10]([CH:18]=[C:19]([N+:21]([O-])=O)[CH:20]=2)[C:11]([O:13][C:14]([CH3:17])([CH3:16])[CH3:15])=[O:12])[CH:5]=[CH:4][N:3]=1.[H][H]>CO.[Pd]>[NH2:21][C:19]1[CH:18]=[C:10]([CH:9]=[C:8]([C:6]2[CH:5]=[CH:4][N:3]=[C:2]([CH3:1])[CH:7]=2)[CH:20]=1)[C:11]([O:13][C:14]([CH3:17])([CH3:16])[CH3:15])=[O:12]. Procedure details: A mixture of tert-butyl 3-(2-methylpyridin-4-yl)-5-nitrobenzoate (1.5 g, 4.8 mmol) and 300 mg of 10% wet Pd/C (˜50% H2O) in 25 mL of methanol under a balloon of hydrogen was allowed to stir at room temperature overnight. Upon completion, the mixture was concentrated and the residue was dried to give 1.31 g of tert-Butyl 3-amino-5-(2-methylpyridin-4-yl)benzoate 49.1B. LCMS (ES+) m/z 285. Starting materials: ClC1=CC(=CC=C1)C(=O)OO (m-chloroperbenzoic acid), C(CCCCC)SC1CC(N1CC(CCC1=CC=CC=C1)=O)=O (4-hexylthio-1-(4-phenyl-2-oxobutyl)azetidin-2-one), C(O)([O-])=O.[Na+] (sodium hydrogen carbonate), S(=O)([O-])[O-].[Na+].[Na+] (sodium sulphite). Solvent: ClCCl (dichloromethane), ClCCl (dichloromethane), CCOCC (ether). Run at time 30 minute. The product is C(CCCCC)S(=O)C1CC(N1CC(CCC1=CC=CC=C1)=O)=O (4-Hexylsulfinyl-1-(4-phenyl-2-oxobutyl )azetidin-2-one). RXN SMILES: ClC1C=CC=C(C(OO)=[O:9])C=1.[CH2:12]([S:18][CH:19]1[N:22]([CH2:23][C:24](=[O:33])[CH2:25][CH2:26][C:27]2[CH:32]=[CH:31][CH:30]=[CH:29][CH:28]=2)[C:21](=[O:34])[CH2:20]1)[CH2:13][CH2:14][CH2:15][CH2:16][CH3:17].C(=O)([O-])O.[Na+].S([O-])([O-])=O.[Na+].[Na+]>ClCCl.CCOCC>[CH2:12]([S:18]([CH:19]1[N:22]([CH2:23][C:24](=[O:33])[CH2:25][CH2:26][C:27]2[CH:28]=[CH:29][CH:30]=[CH:31][CH:32]=2)[C:21](=[O:34])[CH2:20]1)=[O:9])[CH2:13][CH2:14][CH2:15][CH2:16][CH3:17] |f:2.3,4.5.6|. Procedure details: A solution of m-chloroperbenzoic acid (2.48 g, 0.0144 mol) in dichloromethane (50 ml) was added dropwise to a stirred solution of 4-hexylthio-1-(4-phenyl-2-oxobutyl)azetidin-2-one (4.0 g, 0.012 mol) in dichloromethane (50 ml) at -60° C. Stirring was continued at -60° C. for 30 minutes then the mixture was poured into an aqueous solution of sodium hydrogen carbonate and sodium sulphite. The layers were separated and the aqueous was extracted with dichloromethane. The combined extracts were dried ... Starting materials: C(C)(=O)C=1C(N(C2=NC(=C(C=C2C1N)C1=CC=C(C=C1)Cl)C1=C(C=C(C=C1)Cl)Cl)C)=O (3-Acetyl-4-amino-6-(4-chlorophenyl)-7-(2,4-dichlorophenyl)-1-methyl-1,8-naphthyridin-2(1H)-one), [H-].[Na+] (sodium hydride), COCC(=O)Cl (methoxyacetyl chloride). Run in C1CCOC1 (THF). Reaction conditions: time 5 minute. Product: C(C)(=O)C=1C(N(C2=NC(=C(C=C2C1NC(COC)=O)C1=CC=C(C=C1)Cl)C1=C(C=C(C=C1)Cl)Cl)C)=O (N-[3-acetyl-6-(4-chlorophenyl)-7-(2,4-dichlorophenyl)-1-methyl-2-oxo-1,2-dihydro-1,8-naphthyridin-4-yl]-2-methoxyacetamide). RXN SMILES: [C:1]([C:4]1[C:5](=[O:31])[N:6]([CH3:30])[C:7]2[C:12]([C:13]=1[NH2:14])=[CH:11][C:10]([C:15]1[CH:20]=[CH:19][C:18]([Cl:21])=[CH:17][CH:16]=1)=[C:9]([C:22]1[CH:27]=[CH:26][C:25]([Cl:28])=[CH:24][C:23]=1[Cl:29])[N:8]=2)(=[O:3])[CH3:2].[H-].[Na+].[CH3:34][O:35][CH2:36][C:37](Cl)=[O:38]>C1COCC1>[C:1]([C:4]1[C:5](=[O:31])[N:6]([CH3:30])[C:7]2[C:12]([C:13]=1[NH:14][C:37](=[O:38])[CH2:36][O:35][CH3:34])=[CH:11][C:10]([C:15]1[CH:16]=[CH:17][C:18]([Cl:21])=[CH:19][CH:20]=1)=[C:9]([C:22]1[CH:27]=[CH:26][C:25]([Cl:28])=[CH:24][C:23]=1[Cl:29])[N:8]=2)(=[O:3])[CH3:2] |f:1.2|. Reported procedure: A solution of the product from Example 2 (100 mg) in THF (3 mL), under nitrogen, was treated with sodium hydride (60% in mineral oil) (10 mg). The suspension was stirred for 5 min were upon methoxyacetyl chloride (40 uL) was added. The reaction was allowed to warm to room temperature and was stirred 30 min. The reaction mixture was quenched with aqueous NaHCO3 (saturated) and extracted with ethyl acetate. The organic layer was dried (MgSO4), filtered and concentrated in vacuo. Purification by fl... Reactants: C1(=CC=CC=C1)COC(CCC=1C=CC=C2CCC(N(C12)C(C1=CC=C(C=C1)OC)=O)=O)=O (1-(4-methoxybenzoyl)-1,2,3,4-tetrahydro-2-oxo-8-quinolinepropanoic acid phenylmethyl ester). Solvent: [Pd] (Pd/C). Product: COC1=CC=C(C(=O)N2C(CCC3=CC=CC(=C23)CCC(=O)O)=O)C=C1 (1-(4-methoxybenzoyl)-1,2,3,4-tetrahydro-2-oxo-8-quinolinepropanoic acid). RXN SMILES: C1(C[O:8][C:9](=[O:33])[CH2:10][CH2:11][C:12]2[CH:13]=[CH:14][CH:15]=[C:16]3[C:21]=2[N:20]([C:22](=[O:31])[C:23]2[CH:28]=[CH:27][C:26]([O:29][CH3:30])=[CH:25][CH:24]=2)[C:19](=[O:32])[CH2:18][CH2:17]3)C=CC=CC=1>[Pd]>[CH3:30][O:29][C:26]1[CH:25]=[CH:24][C:23]([C:22]([N:20]2[C:21]3[C:16](=[CH:15][CH:14]=[CH:13][C:12]=3[CH2:11][CH2:10][C:9]([OH:33])=[O:8])[CH2:17][CH2:18][C:19]2=[O:32])=[O:31])=[CH:28][CH:27]=1. Reported procedure: A solution of 1-(4-methoxybenzoyl)-1,2,3,4-tetrahydro-2-oxo-8-quinolinepropanoic acid phenylmethyl ester (10 g, 0.023 mole) is dissolved in tetrahydroferan (250 ml) and 1 g of 20% Pd/C is added. The mixture is shaken under an atmosphere of H2 gas until H2 absorption is complete. The mixture is filtered and concentrated at reduced pressure to yield after trituration with anhydrous diethylether and drying, 1-(4-methoxybenzoyl)-1,2,3,4-tetrahydro-2-oxo-8-quinolinepropanoic acid. Reactants: C1CCOC1, CN(C)CCCO, CCOC(C)=O, Clc1ccc(Cl)nn1, [H-], [Na+], O. Product: CN(C)CCCOc1ccc(Cl)nn1. RXN SMILES: [CH2:18]1[O:19][CH2:20][CH2:21][CH2:22]1.[CH3:1][N:2]([CH2:3][CH2:4][CH2:5][OH:6])[CH3:7].[CH3:24][CH2:25][O:26][C:27]([CH3:28])=[O:29].[Cl:10][c:11]1[n:12][n:13][c:14]([Cl:17])[cH:15][cH:16]1.[H-:9].[Na+:8].[OH2:23]>>[CH3:1][N:2]([CH2:3][CH2:4][CH2:5][O:6][c:14]1[n:13][n:12][c:11]([Cl:10])[cH:16][cH:15]1)[CH3:7].